This data is from the Open Reaction Database (ORD), a public repository of structured organic reaction records. The task is: describe an organic reaction: reactants, conditions, products, and yield Starting materials: CC=1C(=NC(=CC1NCC)C)OC1=C(C=C(C=C1C)C)C ([3,6-dimethyl-2-(2,4,6-trimethyl-phenoxy)-pyridin-4-yl]-ethyl-amine), C[Si](C)(C)[N-][Si](C)(C)C.[Li+] (lithium bis(trimethylsilyl)amide), CCCCCC (hexane), ICCC (iodopropane). The solvent is C1CCOC1 (THF). Conditions: time 10 minute. Yields the product CC=1C(=NC(=CC1N(CCC)CC)C)OC1=C(C=C(C=C1C)C)C ([3,6-dimethyl-2-(2,4,6-trimethyl-phenoxy)-pyridin-4-yl]-ethyl-propyl-amine). Yield: 62.8%. As a reaction SMILES: [CH3:1][C:2]1[C:3]([O:12][C:13]2[C:18]([CH3:19])=[CH:17][C:16]([CH3:20])=[CH:15][C:14]=2[CH3:21])=[N:4][C:5]([CH3:11])=[CH:6][C:7]=1[NH:8][CH2:9][CH3:10].C[Si]([N-][Si](C)(C)C)(C)C.[Li+].[CH3:32][CH2:33]CCCC.I[CH2:39]CC>C1COCC1>[CH3:1][C:2]1[C:3]([O:12][C:13]2[C:18]([CH3:19])=[CH:17][C:16]([CH3:20])=[CH:15][C:14]=2[CH3:21])=[N:4][C:5]([CH3:11])=[CH:6][C:7]=1[N:8]([CH2:32][CH3:33])[CH2:9][CH2:10][CH3:39] |f:1.2|. Reported procedure: To a solution of [3,6-dimethyl-2-(2,4,6-trimethyl-phenoxy)-pyridin-4-yl]-ethyl-amine (7.00 g, 24.6 mmol) in 100 ml of dry THF was added 1.0 M lithium bis(trimethylsilyl)amide in hexane (32 ml, 32 mmol) at −78° C. After stirring at that temperature for 10 min, the reaction mixture was treated with iodopropane (13 ml, 125 mmol) at −70° C. After stirring at that temperature for 20 min, the dry ice bath was removed and the reaction mixture was stirred at room temperature for 3 hours. The reaction mi...